This data is from the Open Reaction Database (ORD), a public repository of structured organic reaction records. The task is: describe an organic reaction: reactants, conditions, products, and yield Starting materials: OCCC(C)(C)NC=1C=C(C(=O)OCC2=CC=CC=C2)C=CC1[N+](=O)[O-] (benzyl 3-[(4-hydroxy-2-methylbutan-2-yl)amino]-4-nitrobenzoate), N(C(=O)OC(C)(C)C)C(=O)OC(C)(C)C (di-tert-butyl iminodicarboxylate), C1(=CC=CC=C1)P(C1=CC=CC=C1)C1=CC=CC=C1 (triphenylphosphine), N(=NC(=O)OC(C)C)C(=O)OC(C)C (diisopropyl azodicarboxylate). Solvent: C1CCOC1 (THF). Yields the product C(C)(C)(C)OC(=O)N(CCC(C)(C)NC=1C=C(C(=O)OCC2=CC=CC=C2)C=CC1[N+](=O)[O-])C(=O)OC(C)(C)C (Benzyl 3-({4-[bis(tert-butoxycarbonyl)amino]-2-methylbutan-2-yl}amino)-4-nitrobenzoate). Isolated yield 45.5%. Reaction SMILES: O[CH2:2][CH2:3][C:4]([NH:7][C:8]1[CH:9]=[C:10]([CH:21]=[CH:22][C:23]=1[N+:24]([O-:26])=[O:25])[C:11]([O:13][CH2:14][C:15]1[CH:20]=[CH:19][CH:18]=[CH:17][CH:16]=1)=[O:12])([CH3:6])[CH3:5].[NH:27]([C:35]([O:37][C:38]([CH3:41])([CH3:40])[CH3:39])=[O:36])[C:28]([O:30][C:31]([CH3:34])([CH3:33])[CH3:32])=[O:29].C1(P(C2C=CC=CC=2)C2C=CC=CC=2)C=CC=CC=1.N(C(OC(C)C)=O)=NC(OC(C)C)=O>C1COCC1>[C:38]([O:37][C:35]([N:27]([C:28]([O:30][C:31]([CH3:32])([CH3:33])[CH3:34])=[O:29])[CH2:2][CH2:3][C:4]([NH:7][C:8]1[CH:9]=[C:10]([CH:21]=[CH:22][C:23]=1[N+:24]([O-:26])=[O:25])[C:11]([O:13][CH2:14][C:15]1[CH:16]=[CH:17][CH:18]=[CH:19][CH:20]=1)=[O:12])([CH3:6])[CH3:5])=[O:36])([CH3:41])([CH3:40])[CH3:39]. Procedure: To a stirred solution of benzyl 3-[(4-hydroxy-2-methylbutan-2-yl)amino]-4-nitrobenzoate (395 mg, 1.10 mmol), di-tert-butyl iminodicarboxylate (367 mg, 1.65 mmol), and triphenylphosphine (430 mg, 1.65 mmol) in THF (5 mL) is added diisopropyl azodicarboxylate (0.34 mL, 1.65 mmol). After 16 h at room temperature the solvent is evaporated and the residue is purified by flash chromatography on silica eluting with a heptane/EtOAc gradient to afford the title compound (280 mg, 0.50 mmol, 46%). The reactants are C(C)(=O)N(C(C)=O)C1=C(C=CC=C1C)OC (N-acetyl-N-(2-methoxy-6-methylphenyl)acetamide), BrN1C(CCC1=O)=O (N-bromosuccinimide), C(C1=CC=CC=C1)(=O)OOC(C1=CC=CC=C1)=O (benzoyl peroxide). The solvent is C(Cl)(Cl)(Cl)Cl (carbon tetrachloride). Yields the product C(C)(=O)N(C(C)=O)C1=C(C=CC=C1OC)CBr (N-acetyl-N-(2-(bromomethyl)-6-methoxyphenyl)acetamide). Yield: 63.6%. As a reaction SMILES: [C:1]([N:4]([C:8]1[C:13]([CH3:14])=[CH:12][CH:11]=[CH:10][C:9]=1[O:15][CH3:16])[C:5](=[O:7])[CH3:6])(=[O:3])[CH3:2].[Br:17]N1C(=O)CCC1=O.C(OOC(=O)C1C=CC=CC=1)(=O)C1C=CC=CC=1>C(Cl)(Cl)(Cl)Cl>[C:1]([N:4]([C:8]1[C:9]([O:15][CH3:16])=[CH:10][CH:11]=[CH:12][C:13]=1[CH2:14][Br:17])[C:5](=[O:7])[CH3:6])(=[O:3])[CH3:2]. Procedure details: A mixture of N-acetyl-N-(2-methoxy-6-methylphenyl)acetamide (25.0 g, 0.11 mol), N-bromosuccinimide (20.1 g, 0.11 mol), and benzoyl peroxide (4.5 g, 0.019 mol) in carbon tetrachloride (300 mL) was stirred under reflux for 3 hours. The solution was cooled, filtered, and evaporated, and the residual solid was crystallized from ethyl acetate:hexane to give 21.0 g of N-acetyl-N-(2-(bromomethyl)-6-methoxyphenyl)acetamide, 95% pure by GC analysis. The reactants are CN1CCNCC1, ClCCl, O=C(Cl)COc1ccc2c(-c3c(-c4ccccn4)nn4c3CCC4)ccnc2c1. Product: CN1CCN(C(=O)COc2ccc3c(-c4c(-c5ccccn5)nn5c4CCC5)ccnc3c2)CC1. RXN SMILES: [CH3:30][N:31]1[CH2:32][CH2:33][NH:34][CH2:35][CH2:36]1.[Cl:37][CH2:38][Cl:39].[n:1]1[c:2](-[c:7]2[c:8](-[c:15]3[cH:16][cH:17][n:18][c:19]4[cH:20][c:21]([O:25][CH2:26][C:27](=[O:28])[Cl:29])[cH:22][cH:23][c:24]34)[c:9]3[n:10]([n:11]2)[CH2:12][CH2:13][CH2:14]3)[cH:3][cH:4][cH:5][cH:6]1>>[n:1]1[c:2](-[c:7]2[c:8](-[c:15]3[cH:16][cH:17][n:18][c:19]4[cH:20][c:21]([O:25][CH2:26][C:27](=[O:28])[N:34]5[CH2:33][CH2:32][N:31]([CH3:30])[CH2:36][CH2:35]5)[cH:22][cH:23][c:24]34)[c:9]3[n:10]([n:11]2)[CH2:12][CH2:13][CH2:14]3)[cH:3][cH:4][cH:5][cH:6]1. Reactants: FC1=C(C(=O)O)C=CC(=C1)OCCCN1CCCCC1 (2-Fluoro-4-(3-piperidin-1-yl-propoxy)-benzoic acid), NCCN1CCCCC1 (1-(2-aminoethyl)piperidine), C(CCl)Cl (EDC), C=1C=CC2=C(C1)N=NN2O (HOBT), C(C)(C)N(CC)C(C)C (diisopropylethyl amine). The solvent is CN(C)C=O (DMF). Reaction conditions: time 8 hour. The product is FC1=C(C(=O)NCCN2CCCCC2)C=CC(=C1)OCCCN1CCCCC1 (2-Fluoro-N-(2-piperidin-1-yl-ethyl)-4-(3-piperidin-1-yl-propoxy)-benzamide). RXN SMILES: [F:1][C:2]1[CH:10]=[C:9]([O:11][CH2:12][CH2:13][CH2:14][N:15]2[CH2:20][CH2:19][CH2:18][CH2:17][CH2:16]2)[CH:8]=[CH:7][C:3]=1[C:4]([OH:6])=O.[NH2:21][CH2:22][CH2:23][N:24]1[CH2:29][CH2:28][CH2:27][CH2:26][CH2:25]1.C(Cl)CCl.C1C=CC2N(O)N=NC=2C=1.C(N(C(C)C)CC)(C)C>CN(C=O)C>[F:1][C:2]1[CH:10]=[C:9]([O:11][CH2:12][CH2:13][CH2:14][N:15]2[CH2:20][CH2:19][CH2:18][CH2:17][CH2:16]2)[CH:8]=[CH:7][C:3]=1[C:4]([NH:21][CH2:22][CH2:23][N:24]1[CH2:29][CH2:28][CH2:27][CH2:26][CH2:25]1)=[O:6]. Procedure: To a mixture of 2-Fluoro-4-(3-piperidin-1-yl-propoxy)-benzoic acid (70 mg, 0.25 mmol) and 1-(2-aminoethyl)piperidine (450 □L, 0.3 mmol) in DMF (5 mL) was added EDC (58 mg, 0.3 mmol), HOBT (40 mg, 0.3 mmol), and diisopropylethyl amine (52 □1, 0.3 mmol). The mixture was stirred at room temperature overnight. The mixture was partitioned between EtOAc and water. The organic phase was washed with brine, dried (MgSO4), and concentrated. The residue was purified by flash chromatography (Biotage 12 M, e... Reactants: C(C(C)C)C1=C2C(C(NC2=CC=C1)=O)=O (4-isobutyl-1H-indole-2,3-dione), C1=CC(=CC=C1NN)S(=O)(=O)N.Cl (4-sulfonamidophenylhydrazine hydrochloride). The product is C(C(C)C)C1=C2C(C(NC2=CC=C1)=O)=NNC1=CC=C(C=C1)S(=O)(=O)N (4-[N′-(4-Isobutyl-2-oxo-1,2-dihydro-indol-3-ylidene)-hydrazino]-benzenesulfonamide). The yield is 65.0%. As a reaction SMILES: [CH2:1]([C:5]1[CH:13]=[CH:12][CH:11]=[C:10]2[C:6]=1[C:7](=O)[C:8](=[O:14])[NH:9]2)[CH:2]([CH3:4])[CH3:3].[CH:16]1[C:21]([NH:22][NH2:23])=[CH:20][CH:19]=[C:18]([S:24]([NH2:27])(=[O:26])=[O:25])[CH:17]=1.Cl>>[CH2:1]([C:5]1[CH:13]=[CH:12][CH:11]=[C:10]2[C:6]=1[C:7](=[N:23][NH:22][C:21]1[CH:20]=[CH:19][C:18]([S:24]([NH2:27])(=[O:25])=[O:26])=[CH:17][CH:16]=1)[C:8](=[O:14])[NH:9]2)[CH:2]([CH3:4])[CH3:3] |f:1.2|. Procedure: Condensation of 4-isobutyl-1H-indole-2,3-dione and 4-sulfonamidophenylhydrazine hydrochloride according to Procedure G gave the title compound in 65% yield: 1H NMR (DMSO-d6): δ 0.96 (d, J=6.4 Hz, 6H), 2.05 (m, 1H), 2.87 (d, J=7.0 Hz, 2H), 6.79 (d, J=7.6 Hz, 1H), 6.85 (d, J=7.6 Hz, 1H), 7.20 (t, J=7.6 Hz, 1H), 7.26 (s, 2H), 7.51 (d, J=8.5 Hz, 2H), 7.81 (d, J=8.5 Hz, 2H), 11.13 (s, 1H), 13.03 (s, 1H); APCI-MS m/z 371 (M−1)−.